describe an organic reaction: reactants, conditions, products, and yield From a dataset of the Open Reaction Database (ORD), a public repository of structured organic reaction records. Reactants: CNN (methyl hydrazine), FC1=CC=C(C=C1)CCC(C(C(=O)C=1C=C(C#N)C=CC1)C)=O (3-[5-(4-Fluorophenyl)-2-methyl-3-oxo-pentanoyl]-benzonitrile). Run in CCO (EtOH). Product: FC1=CC=C(C=C1)CCC1=C(C(=NN1C)C=1C=C(C#N)C=CC1)C (3-{5-[2-(4-fluorophenyl)-ethyl]-1,4-dimethyl-1H-pyrazol-3-yl}-benzonitrile). The yield is 32.7%. As a reaction SMILES: [CH3:1][NH:2][NH2:3].[F:4][C:5]1[CH:10]=[CH:9][C:8]([CH2:11][CH2:12][C:13](=O)[CH:14]([CH3:25])[C:15]([C:17]2[CH:18]=[C:19]([CH:22]=[CH:23][CH:24]=2)[C:20]#[N:21])=O)=[CH:7][CH:6]=1>CCO>[F:4][C:5]1[CH:10]=[CH:9][C:8]([CH2:11][CH2:12][C:13]2[N:2]([CH3:1])[N:3]=[C:15]([C:17]3[CH:18]=[C:19]([CH:22]=[CH:23][CH:24]=3)[C:20]#[N:21])[C:14]=2[CH3:25])=[CH:7][CH:6]=1. Procedure: EtOH (20 mL) and methyl hydrazine (162 μL, 3.05 mmol) were added to the product of Step 1 (630 mg, 2.04 mmol) and the mixture heated at reflux for 90 min. The solvent was removed under reduced pressure and the residue purified by column chromatography on silica eluting with 40% EtOAc/iso-hexanes to yield first 3-{5-[2-(4-fluorophenyl)-ethyl]-1,4-dimethyl-1H-pyrazol-3-yl}-benzonitrile (213 mg, 33%) (byproduct) and then the desired 3-{3-[2-(4-fluorophenyl)-ethyl]-1,4-dimethyl-1H-pyrazol-5-yl}-benz...